This data is from the Open Reaction Database (ORD), a public repository of structured organic reaction records. The task is: describe an organic reaction: reactants, conditions, products, and yield The reactants are O=c1cc(N2CCNCC2)nc[nH]1, O=Cc1cc(OC(F)(F)F)ccc1O. Product: O=c1cc(N2CCN(Cc3cc(OC(F)(F)F)ccc3O)CC2)nc[nH]1. Reaction SMILES: [N:1]1([c:7]2[cH:8][c:9](=[O:13])[nH:10][cH:11][n:12]2)[CH2:2][CH2:3][NH:4][CH2:5][CH2:6]1.[OH:14][c:15]1[c:16]([CH:17]=[O:18])[cH:19][c:20]([O:23][C:24]([F:25])([F:26])[F:27])[cH:21][cH:22]1>>[N:1]1([c:7]2[cH:8][c:9](=[O:13])[nH:10][cH:11][n:12]2)[CH2:2][CH2:3][N:4]([CH2:17][c:16]2[c:15]([OH:14])[cH:22][cH:21][c:20]([O:23][C:24]([F:25])([F:26])[F:27])[cH:19]2)[CH2:5][CH2:6]1. Starting materials: CSC=1C=C(N)C=CC1 (3-methylthioaniline), C1(=CC=CC=C1)P(CCCP(C1=CC=CC=C1)C1=CC=CC=C1)C1=CC=CC=C1 (1,3-bis(diphenylphosphino)propane), CC(C)([O-])C.[Na+] (sodium-tert-butoxide), ClC1=NC(=CC(=C1)I)Cl (2,6-dichloro-4-iodopyridine). The reagents and catalysts are C=1C=CC(=CC1)/C=C/C(=O)/C=C/C2=CC=CC=C2.C=1C=CC(=CC1)/C=C/C(=O)/C=C/C2=CC=CC=C2.C=1C=CC(=CC1)/C=C/C(=O)/C=C/C2=CC=CC=C2.[Pd].[Pd] (tris(dibenzylidene-acetone)dipalladium). Solvent: C1(=CC=CC=C1)C (toluene), ClCCl (dichloromethane). The product is ClC1=NC(=CC(=C1)NC1=CC(=CC=C1)SC)Cl ((2,6-dichloro-pyridin-4-yl)-(3-methylsulfanyl-phenyl)-amine). Reaction SMILES: [Cl:1][C:2]1[CH:7]=[C:6](I)[CH:5]=[C:4]([Cl:9])[N:3]=1.[CH3:10][S:11][C:12]1[CH:13]=[C:14]([CH:16]=[CH:17][CH:18]=1)[NH2:15].C1(P(C2C=CC=CC=2)CCCP(C2C=CC=CC=2)C2C=CC=CC=2)C=CC=CC=1.CC(C)([O-])C.[Na+]>C1(C)C=CC=CC=1.ClCCl.C1C=CC(/C=C/C(/C=C/C2C=CC=CC=2)=O)=CC=1.C1C=CC(/C=C/C(/C=C/C2C=CC=CC=2)=O)=CC=1.C1C=CC(/C=C/C(/C=C/C2C=CC=CC=2)=O)=CC=1.[Pd].[Pd]>[Cl:1][C:2]1[CH:7]=[C:6]([NH:15][C:14]2[CH:16]=[CH:17][CH:18]=[C:12]([S:11][CH3:10])[CH:13]=2)[CH:5]=[C:4]([Cl:9])[N:3]=1 |f:3.4,7.8.9.10.11|. Procedure details: To 2,6-dichloro-4-iodopyridine (1.3715 g, 5 mmol) dissolved in toluene (30 mL) were added 3-methylthioaniline (0.73 mL, 6 mmol), tris(dibenzylidene-acetone)dipalladium (90.6 mg, 0.1 mmol), 1,3-bis(diphenylphosphino)propane (80.0 mg, 0.2 mmol), and sodium-tert-butoxide (672.1 mg, 7 mmol). The resulting mixture was allowed to stir at reflux for 12-18 hours. The sample was diluted in dichloromethane and filtered through Celite™. The Celite™ was washed with dichloromethane and the filtrate was washe... The reactants are CC1=NOC(=C1C=1C=C2C(C(NC2=CC1)=O)(N1CCNCC1)C1=CC=CC=C1)C (5-(3,5-dimethylisoxazol-4-yl)-3-phenyl-3-(piperazin-1-yl)indolin-2-one), BrCC(=O)OCC (ethyl 2-bromoacetate), C([O-])([O-])=O.[K+].[K+] (potassium carbonate), [NH4+].[Cl-] (NH4Cl). The solvent is CN(C)C=O (DMF). Reaction conditions: time 0.5 hour. Product: CC1=NOC(=C1C=1C=C2C(C(NC2=CC1)=O)(C1=CC=CC=C1)N1CCN(CC1)CC(=O)OCC)C (Ethyl 2-(4-(5-(3,5-dimethylisoxazol-4-yl)-2-oxo-3-phenylindolin-3-yl)piperazin-1-yl)acetate). Isolated yield 42.1%. As a reaction SMILES: [CH3:1][C:2]1[C:6]([C:7]2[CH:8]=[C:9]3[C:13](=[CH:14][CH:15]=2)[NH:12][C:11](=[O:16])[C:10]3([C:23]2[CH:28]=[CH:27][CH:26]=[CH:25][CH:24]=2)[N:17]2[CH2:22][CH2:21][NH:20][CH2:19][CH2:18]2)=[C:5]([CH3:29])[O:4][N:3]=1.Br[CH2:31][C:32]([O:34][CH2:35][CH3:36])=[O:33].C(=O)([O-])[O-].[K+].[K+].[NH4+].[Cl-]>CN(C=O)C>[CH3:1][C:2]1[C:6]([C:7]2[CH:8]=[C:9]3[C:13](=[CH:14][CH:15]=2)[NH:12][C:11](=[O:16])[C:10]3([N:17]2[CH2:22][CH2:21][N:20]([CH2:31][C:32]([O:34][CH2:35][CH3:36])=[O:33])[CH2:19][CH2:18]2)[C:23]2[CH:24]=[CH:25][CH:26]=[CH:27][CH:28]=2)=[C:5]([CH3:29])[O:4][N:3]=1 |f:2.3.4,5.6|. Reported procedure: To a solution of 5-(3,5-dimethylisoxazol-4-yl)-3-phenyl-3-(piperazin-1-yl)indolin-2-one (194 mg, 0.5 mmol) in DMF (3.0 mL) was added ethyl 2-bromoacetate (417 mg, 2.5 mmol) and potassium carbonate (208 mg, 1.5 mmol), and the mixture was stirred in RT for 0.5 h, and then saturated NH4Cl (10 mL) was added, and the mixture was extracted with CH2Cl2 (2×10 mL), combined the organic phase, dried with Na2SO4, concentrated in vacuo to give crude product. The mixture was purified with chromatography on c... The reactants are CO, NC(=O)c1ccc(Oc2ccc3c(c2)CCN(C(=O)C(F)(F)F)CC3)nc1, N. The product is NC(=O)c1ccc(Oc2ccc3c(c2)CCNCC3)nc1. RXN SMILES: [CH3:29][OH:30].[F:1][C:2]([F:3])([F:4])[C:26]([N:5]1[CH2:6][CH2:7][c:8]2[c:9]([cH:12][c:13]([O:16][c:17]3[n:18][cH:19][c:20]([C:21](=[O:22])[NH2:23])[cH:24][cH:25]3)[cH:14][cH:15]2)[CH2:10][CH2:11]1)=[O:27].[NH3:28]>>[NH:5]1[CH2:6][CH2:7][c:8]2[c:9]([cH:12][c:13]([O:16][c:17]3[n:18][cH:19][c:20]([C:21](=[O:22])[NH2:23])[cH:24][cH:25]3)[cH:14][cH:15]2)[CH2:10][CH2:11]1.